This data is from the Open Reaction Database (ORD), a public repository of structured organic reaction records. The task is: describe an organic reaction: reactants, conditions, products, and yield The reactants are [H-].[Na+] (NaH), ClC=1NC2=C(N1)C=C(C(=C2)Cl)Cl (2,5,6-Trichlorobenzimidazole), C(C1=CC=CC=C1)O[C@@H]1C(O[C@@H]([C@H]1OCC1=CC=CC=C1)COCC1=CC=CC=C1)Cl (2,3,5-tri-O-benzyl-D-arabinofuranosyl chloride). The solvent is CC#N (CH3CN), CC#N (CH3CN). Run at time 1 hour. Yields the product ClC1=NC2=C(N1[C@H]1[C@@H](OCC3=CC=CC=C3)[C@H](OCC3=CC=CC=C3)[C@H](O1)COCC1=CC=CC=C1)C=C(C(=C2)Cl)Cl (2,5,6-Trichloro-1-(2,3,5-tri-O-benzyl-β-D-arabinofuranosyl)benzimidazole). The yield is 95.0%. As a reaction SMILES: [Cl:1][C:2]1[NH:3][C:4]2[CH:10]=[C:9]([Cl:11])[C:8]([Cl:12])=[CH:7][C:5]=2[N:6]=1.[H-].[Na+].[CH2:15]([O:22][C@H:23]1[C@H:27]([O:28][CH2:29][C:30]2[CH:35]=[CH:34][CH:33]=[CH:32][CH:31]=2)[C@@H:26]([CH2:36][O:37][CH2:38][C:39]2[CH:44]=[CH:43][CH:42]=[CH:41][CH:40]=2)[O:25][CH:24]1Cl)[C:16]1[CH:21]=[CH:20][CH:19]=[CH:18][CH:17]=1>CC#N>[Cl:1][C:2]1[N:3]([C@@H:24]2[O:25][C@H:26]([CH2:36][O:37][CH2:38][C:39]3[CH:44]=[CH:43][CH:42]=[CH:41][CH:40]=3)[C@@H:27]([O:28][CH2:29][C:30]3[CH:35]=[CH:34][CH:33]=[CH:32][CH:31]=3)[C@@H:23]2[O:22][CH2:15][C:16]2[CH:21]=[CH:20][CH:19]=[CH:18][CH:17]=2)[C:4]2[CH:10]=[C:9]([Cl:11])[C:8]([Cl:12])=[CH:7][C:5]=2[N:6]=1 |f:1.2|. Procedure details: Compound 5 (598 mg 2.7 mmole) was dissolved in dry CH3CN(60 ml) and 97% NaH (80 mg, 3 mmole) was added. The mixture was stirred under N2 for 1 hour at room temperature. Then 2,3,5-tri-O-benzyl-D-arabinofuranosyl chloride (prepared from 2,3,5-tri-O-benzyl-1-O-p-nitrobenzoyl-D-arabinofuranose) (1.83 g, 3 mmole)) dissolved in dry CH3CN (20 ml) was added dropwise. The mixture was stirred under N2 for overnight at room temperature. The reaction solution was filtered through Celite. The filtrate was e...